Dataset: the Open Reaction Database (ORD), a public repository of structured organic reaction records. Task: describe an organic reaction: reactants, conditions, products, and yield The reactants are C[C@]12CC[C@H](C=3C(N(NC13)C1=CC=C(C=C1)C)=O)C2(C)C ((4S,7R)-7,8,8-Trimethyl-2-p-tolyl-1,2,4,5,6,7-hexahydro-4,7-methano-indazol-3-one), C[C@]12CC[C@H](C=3C(N(NC13)C1=CC=C(C=C1)C)=O)C2(C)C ((4S,7R)-7,8,8-Trimethyl-2-p-tolyl-1,2,4,5,6,7-hexahydro-4,7-methano-indazol-3-one), S(=O)(=O)(OC)OC (dimethyl sulfate). Run in [OH-].[Na+] (NaOH), O (water). Run at time 8 hour. Product: CN1N(C(C=2[C@H]3CC[C@@](C12)(C3(C)C)C)=O)C3=CC=C(C=C3)C ((4S,7R)-1,7,8,8-tetramethyl-2-p-tolyl-1,2,4,5,6,7-hexahydro-4,7-methano-indazol-3-one), COC=1N(N=C2[C@@]3(CC[C@H](C12)C3(C)C)C)C3=CC=C(C=C3)C ((4S,7R)-3-methoxy-7,8,8-trimethyl-2-p-tolyl-4,5,6,7-tetrahydro-2H-4,7-methano-indazole). The yield is 32.0%. RXN SMILES: [CH3:1][C@@:2]12[C:19]([CH3:21])([CH3:20])[C@@H:5]([C:6]3[C:7](=[O:18])[N:8]([C:11]4[CH:16]=[CH:15][C:14]([CH3:17])=[CH:13][CH:12]=4)[NH:9][C:10]=31)[CH2:4][CH2:3]2.S(OC)(O[CH3:26])(=O)=O>[OH-].[Na+].O>[CH3:26][N:9]1[C:10]2[C@@:2]3([CH3:1])[C:19]([CH3:21])([CH3:20])[C@H:5]([CH2:4][CH2:3]3)[C:6]=2[C:7](=[O:18])[N:8]1[C:11]1[CH:16]=[CH:15][C:14]([CH3:17])=[CH:13][CH:12]=1.[CH3:26][O:18][C:7]1[N:8]([C:11]2[CH:16]=[CH:15][C:14]([CH3:17])=[CH:13][CH:12]=2)[N:9]=[C:10]2[C:6]=1[C@@H:5]1[C:19]([CH3:21])([CH3:20])[C@@:2]2([CH3:1])[CH2:3][CH2:4]1 |f:2.3|. Reported procedure: (4S,7R)-7,8,8-Trimethyl-2-p-tolyl-1,2,4,5,6,7-hexahydro-4,7-methano-indazol-3-one (Intermediate 9; 400 mg, 1.4 mmol) was dissolved in 1 M NaOH (5 mL) and dimethyl sulfate (0.14 mL, 1.46 mmol) was added. The mixture was stirred at room temperature overnight and then diluted with water and extracted three times with ethyl acetate. The combined organic layers were washed with water and brine, dried (magnesium sulfate), filtered, evaporated, and purified using an Analogix Intelliflash 280 system (An... Reactants: FC1=C(C=C(C=C1)[N+](=O)[O-])[C@]1(N=C(OCC12CC2)N)C ((S)-8-(2-fluoro-5-nitro-phenyl)-8-methyl-5-oxa-7-aza-spiro[2.5]oct-6-en-6-ylamine). Reagents/catalysts: [Pd] (Pd/C). Run in C(C)O (ethyl alcohol), CCN(CC)CC (NEt3). Reaction conditions: time 1 hour. The product is NC=1C=CC(=C(C1)[C@]1(N=C(OCC12CC2)N)C)F ((S)-8-(5-amino-2-fluoro-phenyl)-8-methyl-5-oxa-7-aza-spiro[2.5]oct-6-en-6-ylamine). Isolated yield 85.5%. RXN SMILES: [F:1][C:2]1[CH:7]=[CH:6][C:5]([N+:8]([O-])=O)=[CH:4][C:3]=1[C@:11]1([CH3:20])[C:16]2([CH2:18][CH2:17]2)[CH2:15][O:14][C:13]([NH2:19])=[N:12]1>C(O)C.CCN(CC)CC.[Pd]>[NH2:8][C:5]1[CH:6]=[CH:7][C:2]([F:1])=[C:3]([C@:11]2([CH3:20])[C:16]3([CH2:17][CH2:18]3)[CH2:15][O:14][C:13]([NH2:19])=[N:12]2)[CH:4]=1. Procedure details: Intermediate Fa3 (R1,2=cyclopropyl, R3=Me): A suspension of (S)-8-(2-fluoro-5-nitro-phenyl)-8-methyl-5-oxa-7-aza-spiro[2.5]oct-6-en-6-ylamine (279 mg) in ethyl alcohol (25 ml), NEt3 (0.10 ml) and Pd/C (10%, 50 mg) was hydrogenated at normal pressure and 22° C. for 1 h. The mixture was filtered, the filtrate evaporated and the residue triturated with ether to give (S)-8-(5-amino-2-fluoro-phenyl)-8-methyl-5-oxa-7-aza-spiro[2.5]oct-6-en-6-ylamine (213 mg) as a pale yellow solid. MS (ESI): m/z=250.1... Starting materials: O (water), COC(CNCC1=CC(=CC(=C1)F)F)=O (N-(3,5-difluorobenzyl)-glycine methyl ester), C(=O)O (formic acid). The solvent is C=1(C(=CC=CC1)C)C (xylene). Yields the product COC(CN(CC1=CC(=CC(=C1)F)F)C=O)=O (N-Formyl-N-(3,5-difluorobenzyl)glycine methyl ester). Isolated yield 99.3%. Reaction SMILES: [CH3:1][O:2][C:3](=[O:15])[CH2:4][NH:5][CH2:6][C:7]1[CH:12]=[C:11]([F:13])[CH:10]=[C:9]([F:14])[CH:8]=1.[CH:16](O)=[O:17].O>C1(C)C(C)=CC=CC=1>[CH3:1][O:2][C:3](=[O:15])[CH2:4][N:5]([CH:16]=[O:17])[CH2:6][C:7]1[CH:8]=[C:9]([F:14])[CH:10]=[C:11]([F:13])[CH:12]=1. Reported procedure: A solution of N-(3,5-difluorobenzyl)-glycine methyl ester (7.61 g, 0.0352 mole) and formic acid (1.33 ml, 0.0352 mole) was heated at reflux in xylene (60 ml) with azeotroic removal of water for 2.5 hours and the solvent was removed under vacuum to give the product as an oil (8.50 g, 99%). RXN SMILES: C(NC(C)C)(C)C.[Li]CCCC.[F:13][C:14]1[CH:19]=[CH:18][CH:17]=[C:16]([F:20])[N:15]=1.[Li+].CC([N-]C(C)C)C.[CH:29](=[O:36])[C:30]1[CH:35]=[CH:34][N:33]=[CH:32][CH:31]=1.C(O)(=O)C>C1COCC1.CO.CCOC(C)=O>[F:13][C:14]1[C:19]([CH:29]([C:30]2[CH:35]=[CH:34][N:33]=[CH:32][CH:31]=2)[OH:36])=[CH:18][CH:17]=[C:16]([F:20])[N:15]=1 |f:3.4,8.9|. Procedure details: To diisopropylamine (9.3 mL, 66.1 mmol) in THF (100 mL) at −78° C. was added n-BuLi (23.1 mL of a 2.5 M solution in hexanes, 57.8 mmol) dropwise via syringe. 2,6-difluoropyridine (5.0 mL, 55.1 mmol) in THF (100 mL) at −78° C. was added to the above prepared LDA solution dropwise via canula to give a clear yellow-green solution. isonicotinaldehyde (6.3 mL, 66.1 mmol) was added causing a white precipitate to form. The reaction mixture was warmed to room temperature and then glacial acetic acid (3.... Product: FC1=NC(=CC=C1C(O)C1=CC=NC=C1)F ((2,6-Difluoro-pyridin-3-yl)-pyridin-4-yl-methanol). The reactants are C(C)(C)NC(C)C (diisopropylamine), [Li]CCCC (n-BuLi), solution, [Li+].CC(C)[N-]C(C)C (LDA), C(C)(=O)O (acetic acid), FC1=NC(=CC=C1)F (2,6-difluoropyridine), C(C1=CC=NC=C1)=O (isonicotinaldehyde). Run in C1CCOC1 (THF), hexanes, CO.CCOC(=O)C (MeOH EtOAc), C1CCOC1 (THF). Reactants: Cl.BrC(C(OC1=CC=C(C=C1)N)(F)F)F (p-(2-bromo-1,1,2-trifluoroethoxy)benzeneamine hydrochloride), [OH-].[Na+] (NaOH). The reagents and catalysts are [Zn] (zinc). Run in C(C)(=O)O (acetic acid). Run at time 2 hour. The product is FC(=CF)OC1=CC=C(C=C1)N (4-(1,2-Difluoroethenyloxy)benzeneamine). Isolated yield 107.5%. Reaction SMILES: Cl.Br[CH:3]([F:15])[C:4](F)([F:13])[O:5][C:6]1[CH:11]=[CH:10][C:9]([NH2:12])=[CH:8][CH:7]=1.[OH-].[Na+]>[Zn].C(O)(=O)C>[F:13][C:4]([O:5][C:6]1[CH:11]=[CH:10][C:9]([NH2:12])=[CH:8][CH:7]=1)=[CH:3][F:15] |f:0.1,2.3|. Reported procedure: 4.05 g (61.2 mmol) of zinc dust was added to a mixture of 5.0 g (16.3 mmol) of p-(2-bromo-1,1,2-trifluoroethoxy)benzeneamine hydrochloride 5 ml of 6N5HCl and 45 ml of glacial acetic acid. The mixture was stirred at room temperature for 31/2 hours, then poured into ice, made basic with 50 percent aqueous NaOH and extracted two times into ether. The combined ether layers were washed with dilute aqueous NaOH, washed with water, dried over MgSO4 and filtered. HCl gas was bubbled into the solution. T... Reactants: [H-].[Na+] (sodium hydride), C1=CC=CC=2C3=CC=CC=C3NC12 (carbazole), CN(C=O)C (DMF), CN(C=O)C (dimethylformamide), Cl.Cl.C[C@@H]1CN(C[C@@H](N1)C)CCCCl (3-(3,5-cis-dimethylpiperazino)propyl chloride dihydrochloride), [H][H] (hydrogen), CN(C=O)C (DMF). Product: O.Cl.Cl.CC1CN(CC(N1)C)CCCN1C2=CC=CC=C2C=2C=CC=CC12.CC1CN(CC(N1)C)CCCN1C2=CC=CC=C2C=2C=CC=CC12.Cl.Cl (9-[3-(3,5-dimethylpiperazino)propyl]carbazole dihydrochloride hemihydrate). RXN SMILES: [H-].[Na+].[CH:3]1[C:15]2[NH:14][C:13]3[C:8](=[CH:9][CH:10]=[CH:11][CH:12]=3)[C:7]=2[CH:6]=[CH:5][CH:4]=1.[H][H].[ClH:18].Cl.[CH3:20][C@H:21]1[NH:26][C@@H:25]([CH3:27])[CH2:24][N:23]([CH2:28][CH2:29][CH2:30][Cl:31])[CH2:22]1.CN(C)C=[O:35]>>[OH2:35].[ClH:31].[ClH:18].[CH3:20][CH:21]1[NH:26][CH:25]([CH3:27])[CH2:24][N:23]([CH2:28][CH2:29][CH2:30][N:14]2[C:13]3[CH:12]=[CH:11][CH:10]=[CH:9][C:8]=3[C:7]3[C:15]2=[CH:3][CH:4]=[CH:5][CH:6]=3)[CH2:22]1.[CH3:20][CH:21]1[NH:26][CH:25]([CH3:27])[CH2:24][N:23]([CH2:28][CH2:29][CH2:30][N:14]2[C:13]3[CH:12]=[CH:11][CH:10]=[CH:9][C:8]=3[C:7]3[C:15]2=[CH:3][CH:4]=[CH:5][CH:6]=3)[CH2:22]1.[ClH:31].[ClH:31] |f:0.1,4.5.6,8.9.10.11.12.13.14|. Procedure details: To a slurry of sodium hydride (1.6 mole) made from 70 g of 57% dispersion in mineral oil and 200 ml of dimethylformamide (DMF) was added a solution of carbazole (83.5 g, 0.5 mole) in DMF (150 ml). When hydrogen was no longer evolved a slurry of 3-(3,5-cis-dimethylpiperazino)propyl chloride dihydrochloride (131 g, 0.5 mole) in DMF (200 ml) was added to the reaction at a slow rate. The reaction was run under nitrogen using a demand system with an oil bubbler. There was some foaming as the slurry w... The reactants are CO (methanol), N(O)=C1N=C(C2=C(C3=C1C=NC=N3)C=CC=C2)C2=CC=CC=C2 (5-oximino-7-phenyl-5H-pyrimido[5,4-d][2]-benzazepine). Reagents/catalysts: [Ni] (Raney-Nickel). Run in C(C)O (ethanol). Conditions: time 30 hour. Yields the product NC1N=C(C2=C(C3=C1C=NC=N3)C=CC=C2)C2=CC=CC=C2 (5(R,S)-amino-7-phenyl-5H-pyrimido-[5,4-d][2]-benzazepine). Reaction SMILES: CO.[N:3](=[C:5]1[C:11]2[CH:12]=[N:13][CH:14]=[N:15][C:10]=2[C:9]2[CH:16]=[CH:17][CH:18]=[CH:19][C:8]=2[C:7]([C:20]2[CH:25]=[CH:24][CH:23]=[CH:22][CH:21]=2)=[N:6]1)O>C(O)C.[Ni]>[NH2:3][CH:5]1[C:11]2[CH:12]=[N:13][CH:14]=[N:15][C:10]=2[C:9]2[CH:16]=[CH:17][CH:18]=[CH:19][C:8]=2[C:7]([C:20]2[CH:21]=[CH:22][CH:23]=[CH:24][CH:25]=2)=[N:6]1. Procedure: A solution of 150 ml of methanol containing 5 g of 5-oximino-7-phenyl-5H-pyrimido[5,4-d][2]-benzazepine is treated with a slurry of active Raney-Nickel catalyst1 in ethanol (10 g). The resulting suspension is hydrogenated on a Parr apparatus at 60 psi and 23° C. for about 30 hours. The catalyst is removed by filtration and the filtrate is concentrated to afford the title compound. The reactants are NC1=CC=C(C(=O)OC)C=C1 (methyl 4-aminobenzoate), O=C1CCN(CC1)[C@@H](CC#N)C ((R)-3-(4-oxo-piperidin-1-yl)-butyronitrile). Product: COC(C1=CC=C(C=C1)NC1CCN(CC1)[C@@H](CCN)C)=O (4-[1-((R)-3-amino-1-methyl-propyl)-piperidin-4-ylamino]-benzoic acid methyl ester). As a reaction SMILES: [NH2:1][C:2]1[CH:11]=[CH:10][C:5]([C:6]([O:8][CH3:9])=[O:7])=[CH:4][CH:3]=1.O=[C:13]1[CH2:18][CH2:17][N:16]([C@H:19]([CH3:23])[CH2:20][C:21]#[N:22])[CH2:15][CH2:14]1>>[CH3:9][O:8][C:6](=[O:7])[C:5]1[CH:4]=[CH:3][C:2]([NH:1][CH:13]2[CH2:18][CH2:17][N:16]([C@H:19]([CH3:23])[CH2:20][CH2:21][NH2:22])[CH2:15][CH2:14]2)=[CH:11][CH:10]=1. Reported procedure: Using general procedure A with methyl 4-aminobenzoate (507 mg, 3.35 mmol) and (R)-3-(4-oxo-piperidin-1-yl)-butyronitrile (669 mg, 4.03 mmol) followed by general procedure J afforded 4-[1-((R)-3-amino-1-methyl-propyl)-piperidin-4-ylamino]-benzoic acid methyl ester as a white foam (390 mg, 38% over 2 steps). Reactants: CC(=O)Nc1ccc(SC#N)cc1[N+](=O)[O-], CO, Cl, O. The product is N#CSc1ccc(N)c([N+](=O)[O-])c1. RXN SMILES: [C:1](=[O:2])([CH3:3])[NH:4][c:5]1[c:6]([N+:14](=[O:15])[O-:16])[cH:7][c:8]([S:11][C:12]#[N:13])[cH:9][cH:10]1.[CH3:18][OH:19].[ClH:17].[OH2:20]>>[NH2:4][c:5]1[c:6]([N+:14](=[O:15])[O-:16])[cH:7][c:8]([S:11][C:12]#[N:13])[cH:9][cH:10]1.